This data is from the Open Reaction Database (ORD), a public repository of structured organic reaction records. The task is: describe an organic reaction: reactants, conditions, products, and yield The reactants are ClCCl, Cc1c(N=C=S)ccc2cccnc12, NCCN. The product is Cc1c(NC(=S)NCCN)ccc2cccnc12. As a reaction SMILES: [CH2:19]([Cl:20])[Cl:21].[CH3:1][c:2]1[c:3]([N:12]=[C:13]=[S:14])[cH:4][cH:5][c:6]2[cH:7][cH:8][cH:9][n:10][c:11]12.[NH2:15][CH2:16][CH2:17][NH2:18]>>[CH3:1][c:2]1[c:3]([NH:12][C:13](=[S:14])[NH:18][CH2:17][CH2:16][NH2:15])[cH:4][cH:5][c:6]2[cH:7][cH:8][cH:9][n:10][c:11]12. Starting materials: OCc1cc2cc(F)c(F)cc2nc1N1CCCC1C1CCC(CCOCc2ccccc2)CC1, CS(=O)(=O)Cl, Cc1ccccc1, CCOC(C)=O, CCN(C(C)C)C(C)C, O. The product is Fc1cc2cc(CCl)c(N3CCCC3C3CCC(CCOCc4ccccc4)CC3)nc2cc1F. Reaction SMILES: [CH2:6]([c:7]1[cH:8][cH:9][cH:10][cH:11][cH:12]1)[O:13][CH2:14][CH2:15][CH:16]1[CH2:17][CH2:18][CH:19]([CH:22]2[N:23]([c:27]3[n:28][c:29]4[cH:30][c:31]([F:40])[c:32]([F:39])[cH:33][c:34]4[cH:35][c:36]3[CH2:37][OH:38])[CH2:24][CH2:25][CH2:26]2)[CH2:20][CH2:21]1.[CH3:1][S:2]([Cl:3])(=[O:4])=[O:5].[CH3:51][c:52]1[cH:53][cH:54][cH:55][cH:56][cH:57]1.[CH3:58][CH2:59][O:60][C:61](=[O:62])[CH3:63].[CH:41]([N:42]([CH2:43][CH3:44])[CH:45]([CH3:46])[CH3:47])([CH3:48])[CH3:49].[OH2:50]>>[Cl:3][CH2:37][c:36]1[c:27]([N:23]2[CH:22]([CH:19]3[CH2:18][CH2:17][CH:16]([CH2:15][CH2:14][O:13][CH2:6][c:7]4[cH:8][cH:9][cH:10][cH:11][cH:12]4)[CH2:21][CH2:20]3)[CH2:26][CH2:25][CH2:24]2)[n:28][c:29]2[cH:30][c:31]([F:40])[c:32]([F:39])[cH:33][c:34]2[cH:35]1. Starting materials: COC(C1=CC(=C(C=C1)N)CS(=O)(=O)C1=CC=CC2=CC=CC=C12)=O (4-amino-3-(naphthalene-1-sulfonylmethyl)benzoic acid methyl ester), Cl (HCl), N(=O)[O-].[Na+] (sodium nitrite), C([O-])(O)=O.[Na+] (sodium bicarbonate). Run in C1CCOC1 (THF), O (H2O). Reaction conditions: temperature 3 celsius. Yields the product COC(=O)C=1C=C2C(=NNC2=CC1)S(=O)(=O)C1=CC=CC2=CC=CC=C12 (3-(Naphthalene-1-sulfonyl)-1H-indazole-5-carboxylic acid methyl ester), solid. Yield: 90.0%. As a reaction SMILES: [CH3:1][O:2][C:3](=[O:25])[C:4]1[CH:9]=[CH:8][C:7]([NH2:10])=[C:6]([CH2:11][S:12]([C:15]2[C:24]3[C:19](=[CH:20][CH:21]=[CH:22][CH:23]=3)[CH:18]=[CH:17][CH:16]=2)(=[O:14])=[O:13])[CH:5]=1.Cl.[N:27]([O-])=O.[Na+].C(=O)(O)[O-].[Na+]>C1COCC1.O>[CH3:1][O:2][C:3]([C:4]1[CH:5]=[C:6]2[C:7](=[CH:8][CH:9]=1)[NH:10][N:27]=[C:11]2[S:12]([C:15]1[C:24]2[C:19](=[CH:20][CH:21]=[CH:22][CH:23]=2)[CH:18]=[CH:17][CH:16]=1)(=[O:13])=[O:14])=[O:25] |f:2.3,4.5|. Procedure details: A mixture of 4-amino-3-(naphthalene-1-sulfonylmethyl)benzoic acid methyl ester (0.9 g, 2.5 mmoles) in THF (5 mL), and 4M HCl (10 mL) was stirred in a round bottom flask, under nitrogen, at 3° C. A solution of sodium nitrite (0.18 g, 2.62 mmoles) in H2O (1 mL) was added dropwise. The reaction mixture was poured into a cold solution of saturated sodium bicarbonate (100 mL) and extracted with EtOAc. Compound was dried over Na2SO4, and concentrated under vacuum to afford the title compound as an off... The reactants are CS(C)=O, COc1cc2c(Cl)ncnc2cc1OCCCN1CCOCC1, [H-], NS(=O)(=O)c1ccc2c(c1)CC(=O)N2, [Na+], CN(C)C=O. Yields the product Cl, COc1cc2c(C3C(=O)Nc4ccc(S(N)(=O)=O)cc43)ncnc2cc1OCCCN1CCOCC1. As a reaction SMILES: [CH3:40][S:41]([CH3:42])=[O:43].[Cl:17][c:18]1[n:19][cH:20][n:21][c:22]2[cH:23][c:24]([O:30][CH2:31][CH2:32][CH2:33][N:34]3[CH2:35][CH2:36][O:37][CH2:38][CH2:39]3)[c:25]([O:28][CH3:29])[cH:26][c:27]12.[H-:15].[NH2:1][S:2](=[O:3])(=[O:4])[c:5]1[cH:6][c:7]2[c:11]([cH:12][cH:13]1)[NH:10][C:9](=[O:14])[CH2:8]2.[Na+:16].[O:44]=[CH:45][N:46]([CH3:47])[CH3:48]>>[ClH:17].[NH2:1][S:2](=[O:3])(=[O:4])[c:5]1[cH:6][c:7]2[c:11]([cH:12][cH:13]1)[NH:10][C:9](=[O:14])[CH:8]2[c:18]1[n:19][cH:20][n:21][c:22]2[cH:23][c:24]([O:30][CH2:31][CH2:32][CH2:33][N:34]3[CH2:35][CH2:36][O:37][CH2:38][CH2:39]3)[c:25]([O:28][CH3:29])[cH:26][c:27]12. The reactants are C1(CC1)OC=1C=C(C=CC1OC(F)F)C1=C(C2=C(C=NN(C2=O)COCC[Si](C)(C)C)N1COCC[Si](C)(C)C)C=CC1CC1 (2-(3-cyclopropoxy-4-difluoromethoxyphenyl)-3-(2-cyclopropylvinyl)-1,5-bis(2-trimethylsilylethoxymethyl)-1,5-dihydropyrrolo[2,3-d]pyridazin-4-one), C1(CC1)OC=1C=C(C=CC1OC(F)F)C1=C(C2=C(C=NN(C2=O)COCC[Si](C)(C)C)N1COCC[Si](C)(C)C)C=CCCC (2-(3-cyclopropoxy-4-difluoromethoxyphenyl)-3-(1-pentenyl)-1,5-bis(2-trimethylsilylethoxymethyl)-1,5-dihydropyrrolo[2,3-d]pyridazin-4-one). Yields the product C1(CC1)OC=1C=C(C=CC1OC(F)F)C1=C(C2=C(C=NN(C2=O)COCC[Si](C)(C)C)N1COCC[Si](C)(C)C)CCC1CC1 (2-(3-Cyclopropoxy-4-difluoromethoxyphenyl)-3-(2-cyclopropylethyl)-1,5-bis(2-trimethylsilylethoxymethyl)-1,5-dihydropyrrolo[2,3-d]pyridazin-4-one). Yield: 93.6%. Reaction SMILES: [CH:1]1([O:4][C:5]2[CH:6]=[C:7]([C:15]3[N:32]([CH2:33][O:34][CH2:35][CH2:36][Si:37]([CH3:40])([CH3:39])[CH3:38])[C:18]4[CH:19]=[N:20][N:21]([CH2:24][O:25][CH2:26][CH2:27][Si:28]([CH3:31])([CH3:30])[CH3:29])[C:22](=[O:23])[C:17]=4[C:16]=3[CH:41]=[CH:42][CH:43]3[CH2:45][CH2:44]3)[CH:8]=[CH:9][C:10]=2[O:11][CH:12]([F:14])[F:13])[CH2:3][CH2:2]1.C1(OC2C=C(C3N(COCC[Si](C)(C)C)C4C=NN(COCC[Si](C)(C)C)C(=O)C=4C=3C=CCCC)C=CC=2OC(F)F)CC1>>[CH:1]1([O:4][C:5]2[CH:6]=[C:7]([C:15]3[N:32]([CH2:33][O:34][CH2:35][CH2:36][Si:37]([CH3:40])([CH3:39])[CH3:38])[C:18]4[CH:19]=[N:20][N:21]([CH2:24][O:25][CH2:26][CH2:27][Si:28]([CH3:29])([CH3:30])[CH3:31])[C:22](=[O:23])[C:17]=4[C:16]=3[CH2:41][CH2:42][CH:43]3[CH2:45][CH2:44]3)[CH:8]=[CH:9][C:10]=2[O:11][CH:12]([F:13])[F:14])[CH2:2][CH2:3]1. Procedure: Reaction and post treatment were carried out in the same manner as in Example 68-(b) except for using 0.47 g (0.71 mmol) of 2-(3-cyclopropoxy-4-difluoromethoxyphenyl)-3-(2-cyclopropylvinyl)-1,5-bis(2-trimethylsilylethoxymethyl)-1,5-dihydropyrrolo[2,3-d]pyridazin-4-one obtained in Example 70-(a) in place of 2-(3-cyclopropoxy-4-difluoromethoxyphenyl)-3-(1-pentenyl)-1,5-bis(2-trimethylsilylethoxymethyl)-1,5-dihydropyrrolo[2,3-d]pyridazin-4-one, whereby 0.44 g of the title compound was obtained as a... Reactants: OC(C(CCC(=O)OC(C)C)C(=O)OC(C)C)C(N(CC1=CC2=CC=CC=C2C=C1)C(C(CC=1OC(=CC1)C(NC1=CC=CC=C1)=O)C1=CC=C(C=C1)[N+](=O)[O-])C)=O (Isopropyl 5-hydroxy-4-isopropoxycarbonyl-5-[N-[(1RS,2RS)-1-methyl-2-(4-nitrophenyl)-3-{5-(phenylcarbamoyl)-2-furyl}propyl]-N-(2-naphthylmethyl)carbamoyl]pentanoate), C(C)(C)(C)OC(=O)C(CC(=O)O)=C(C(N(CC1=CC2=CC=CC=C2C=C1)C(C(CC=1OC(=CC1)C(NC1=CC=CC=C1)=O)C1=CC=C(C=C1)[N+](=O)[O-])C)=O)O (3-tert-butoxycarbonyl-4-hydroxy-4-[N-[(1RS,2RS)-1-methyl-2-(4-nitrophenyl)-3-(5-(phenylcarbamoyl)-2-furyl}propyl]-N-(2-naphthylmethyl)carbamoyl]-3-butenoic acid). The product is OC(=C(CCC(=O)O)C(=O)OC(C)C)C(N(CC1=CC2=CC=CC=C2C=C1)C(C(CC=1OC(=CC1)C(NC1=CC=CC=C1)=O)C1=CC=C(C=C1)[N+](=O)[O-])C)=O (5-hydroxy-4-isopropoxycarbonyl-5-[N-[(1RS,2RS)-1-methyl-2-(4-nitrophenyl)-3-{5-(phenylcarbamoyl)-2-furyl}propyl]-N-(2-naphthylmethyl)carbamoyl]-4-pentenoic acid). Reaction SMILES: [OH:1][CH:2]([C:18](=[O:58])[N:19]([CH:31]([CH3:57])[CH:32]([C:48]1[CH:53]=[CH:52][C:51]([N+:54]([O-:56])=[O:55])=[CH:50][CH:49]=1)[CH2:33][C:34]1[O:35][C:36]([C:39](=[O:47])[NH:40][C:41]2[CH:46]=[CH:45][CH:44]=[CH:43][CH:42]=2)=[CH:37][CH:38]=1)[CH2:20][C:21]1[CH:30]=[CH:29][C:28]2[C:23](=[CH:24][CH:25]=[CH:26][CH:27]=2)[CH:22]=1)[CH:3]([C:12]([O:14][CH:15]([CH3:17])[CH3:16])=[O:13])[CH2:4][CH2:5][C:6]([O:8]C(C)C)=[O:7].C(OC(C(=C(O)C(=O)N(C(C)C(C1C=CC([N+]([O-])=O)=CC=1)CC1OC(C(=O)NC2C=CC=CC=2)=CC=1)CC1C=CC2C(=CC=CC=2)C=1)CC(O)=O)=O)(C)(C)C>>[OH:1][C:2]([C:18](=[O:58])[N:19]([CH:31]([CH3:57])[CH:32]([C:48]1[CH:53]=[CH:52][C:51]([N+:54]([O-:56])=[O:55])=[CH:50][CH:49]=1)[CH2:33][C:34]1[O:35][C:36]([C:39](=[O:47])[NH:40][C:41]2[CH:42]=[CH:43][CH:44]=[CH:45][CH:46]=2)=[CH:37][CH:38]=1)[CH2:20][C:21]1[CH:30]=[CH:29][C:28]2[C:23](=[CH:24][CH:25]=[CH:26][CH:27]=2)[CH:22]=1)=[C:3]([C:12]([O:14][CH:15]([CH3:17])[CH3:16])=[O:13])[CH2:4][CH2:5][C:6]([OH:8])=[O:7]. Procedure details: Isopropyl 5-hydroxy-4-isopropoxycarbonyl-5-[N-[(1RS,2RS)-1-methyl-2-(4-nitrophenyl)-3-{5-(phenylcarbamoyl)-2-furyl}propyl]-N-(2-naphthylmethyl)carbamoyl]pentanoate was treated in the same manner as in Example 25(2) and (3) to obtain the above-identified compound as a colorless oily substance. The reactants are COC([C@@H](NC(CN(CC1=CC=CC2=CC=CC=C12)C[C@H]([C@H](CC)C)NC(CCCC1=CC=C(C=C1)[N+](=O)[O-])=O)=O)CCSC)=O (N-{2(S)-[4-(4-nitrophenyl)butanoylamino]-3(S)-methylpentyl}-N-(1-naphthylmethyl)-glycyl-methionine methyl ester), [OH-].[Na+] (NaOH). The solvent is CO (MeOH). Conditions: temperature 45 celsius, time 45 minute. Product: [N+](=O)([O-])C1=CC=C(C=C1)CCCC(=O)N[C@H](CN(CC(=O)N[C@@H](CCSC)C(=O)O)CC1=CC=CC2=CC=CC=C12)[C@H](CC)C (N-{2(S)-[4-(4-nitrophenyl)butanoylamino]-3(S)-methylpentyl}-N-(1-naphthylmethyl)-glycyl-methionine). RXN SMILES: C[O:2][C:3](=[O:46])[C@H:4]([CH2:42][CH2:43][S:44][CH3:45])[NH:5][C:6](=[O:41])[CH2:7][N:8]([CH2:20][C@@H:21]([NH:26][C:27](=[O:40])[CH2:28][CH2:29][CH2:30][C:31]1[CH:36]=[CH:35][C:34]([N+:37]([O-:39])=[O:38])=[CH:33][CH:32]=1)[C@@H:22]([CH3:25])[CH2:23][CH3:24])[CH2:9][C:10]1[C:19]2[C:14](=[CH:15][CH:16]=[CH:17][CH:18]=2)[CH:13]=[CH:12][CH:11]=1.[OH-].[Na+]>CO>[N+:37]([C:34]1[CH:35]=[CH:36][C:31]([CH2:30][CH2:29][CH2:28][C:27]([NH:26][C@@H:21]([C@@H:22]([CH3:25])[CH2:23][CH3:24])[CH2:20][N:8]([CH2:9][C:10]2[C:19]3[C:14](=[CH:15][CH:16]=[CH:17][CH:18]=3)[CH:13]=[CH:12][CH:11]=2)[CH2:7][C:6]([NH:5][C@H:4]([C:3]([OH:46])=[O:2])[CH2:42][CH2:43][S:44][CH3:45])=[O:41])=[O:40])=[CH:32][CH:33]=1)([O-:39])=[O:38] |f:1.2|. Reported procedure: The methyl ester from Step F (87 mg, 130 μmol) was dissolved in MeOH (1 ml) and 1.00N NaOH (300 μl, 300 μmol) was added. The mixture was stirred at 45° C. under argon for 45 minutes, then the solution was partitioned between EtOAc (100 ml) and 5% citric acid (50 ml). The organic layer was washed with H2O (2×50 ml), dried (MgSO4), filtered and evaporated to give the title compound.